From a dataset of the Open Reaction Database (ORD), a public repository of structured organic reaction records. describe an organic reaction: reactants, conditions, products, and yield Starting materials: N1(CCOCC1)CCN1C=C(C2=CC=CC=C12)C1CCNCC1 (1-(2-morpholin-4-yl-ethyl)-3-piperidin-4-yl-1H-indole), COC(C1=CC(=CC=C1)CBr)=O (3-bromomethyl-benzoic acid methyl ester). The product is N1(CCOCC1)CCN1C=C(C2=CC=CC=C12)C1CCN(CC1)CC=1C=C(C(=O)O)C=CC1 (3-{4-[1-(2-morpholin-4-yl-ethyl)-1H-indol-3-yl]-piperidin-1-ylmethyl}-benzoic acid). As a reaction SMILES: [N:1]1([CH2:7][CH2:8][N:9]2[C:17]3[C:12](=[CH:13][CH:14]=[CH:15][CH:16]=3)[C:11]([CH:18]3[CH2:23][CH2:22][NH:21][CH2:20][CH2:19]3)=[CH:10]2)[CH2:6][CH2:5][O:4][CH2:3][CH2:2]1.C[O:25][C:26](=[O:35])[C:27]1[CH:32]=[CH:31][CH:30]=[C:29]([CH2:33]Br)[CH:28]=1>>[N:1]1([CH2:7][CH2:8][N:9]2[C:17]3[C:12](=[CH:13][CH:14]=[CH:15][CH:16]=3)[C:11]([CH:18]3[CH2:23][CH2:22][N:21]([CH2:33][C:29]4[CH:28]=[C:27]([CH:32]=[CH:31][CH:30]=4)[C:26]([OH:35])=[O:25])[CH2:20][CH2:19]3)=[CH:10]2)[CH2:6][CH2:5][O:4][CH2:3][CH2:2]1. Reported procedure: This compound was prepared following the procedure described in example 13 (part D) starting with 2.4 g (7.5 mmol) of 1-(2-morpholin-4-yl-ethyl)-3-piperidin-4-yl-1H-indole and 1.8 g (7.8 mmol) of 3-bromomethyl-benzoic acid methyl ester. After standard work-up and purification, 0.75 g (22% of yield) of the expected acid were obtained.